describe an organic reaction: reactants, conditions, products, and yield From a dataset of the Open Reaction Database (ORD), a public repository of structured organic reaction records. Reported procedure: To a solution of 2-methyl-4-hydroxyindole (5 g) in N,N-dimethylformamide (50 ml) was added anhydrous potassium carbonate 11.7 g) and methyl bromoacetate (3.54 ml) at room temperature, and the mixture was stirred at 80° C. for 2 hours. To the reaction solution was added iced water to give the title compound (5.4 g) having the following physical data. Reaction SMILES: C[C:2]1[NH:3][C:4]2[C:9]([CH:10]=1)=[C:8]([OH:11])[CH:7]=[CH:6][CH:5]=2.[C:12](=O)([O-])[O-].[K+].[K+].Br[CH2:19][C:20]([O:22][CH3:23])=[O:21].O>CN(C)C=O>[CH3:23][O:22][C:20](=[O:21])[CH:19]([O:11][C:8]1[CH:7]=[CH:6][CH:5]=[C:4]2[C:9]=1[CH:10]=[CH:2][NH:3]2)[CH3:12] |f:1.2.3|. The reactants are CC=1NC2=CC=CC(=C2C1)O (2-methyl-4-hydroxyindole), C([O-])([O-])=O.[K+].[K+] (potassium carbonate), BrCC(=O)OC (methyl bromoacetate), O (water). Solvent: CN(C=O)C (N,N-dimethylformamide). Reaction conditions: temperature 80 celsius, time 2 hour. The product is COC(C(C)OC1=C2C=CNC2=CC=C1)=O (2-Methylindol-4-yloxyacetic acid methyl ester). The reactants are ClC1=C(C=2C(N(C=CC2)CC(=O)C2=CC=CC=C2)=N1)CC#N (2-chloro-3-cyanomethyl-7-phenacylpyrrolo(2,3-b]pyridine), [BH4-].[Na+] (NaBH4). Solvent: CO (MeOH). Yields the product ClC1=C(C=2C(N(C=CC2)CC(O)C2=CC=CC=C2)=N1)CC#N (2-Chloro-3-cyanomethyl-7-(2-phenyl-2-hydroxyethyl) pyrrolo[2,3-b]pyridine). Yield: 44.9%. As a reaction SMILES: [Cl:1][C:2]1[N:19]=[C:5]2[N:6]([CH2:10][C:11]([C:13]3[CH:18]=[CH:17][CH:16]=[CH:15][CH:14]=3)=[O:12])[CH:7]=[CH:8][CH:9]=[C:4]2[C:3]=1[CH2:20][C:21]#[N:22].[BH4-].[Na+]>CO>[Cl:1][C:2]1[N:19]=[C:5]2[N:6]([CH2:10][CH:11]([C:13]3[CH:14]=[CH:15][CH:16]=[CH:17][CH:18]=3)[OH:12])[CH:7]=[CH:8][CH:9]=[C:4]2[C:3]=1[CH2:20][C:21]#[N:22] |f:1.2|. Procedure details: A solution of 2-chloro-3-cyanomethyl-7-phenacylpyrrolo(2,3-b]pyridine (15 mg 0.05 mmol) in 3 ml MeOH was treated with 10 mg NaBH4 and allowed to react for 30 min at room temperature. The solvent was evaporated and the residue partitioned between CH2Cl2 and water. The organic layer was separated, dried over Na2SO4 and evaporated. Chromatography on silica gel eluting with ether gave the desired product (7 mg 46%). Reactants: P(Br)(Br)Br (PBr3), ice water, BrC1=C(C=C(C=C1)CO)O (2-Bromo-5-hydroxymethylphenol), resultant solution. The solvent is C(Cl)(Cl)Cl (chloroform), C(Cl)(Cl)Cl (chloroform). Conditions: time 1.75 hour. Yields the product BrC1=C(C=C(C=C1)CBr)O (2-Bromo-5-bromomethylphenol). Reaction SMILES: [Br:1][C:2]1[CH:7]=[CH:6][C:5]([CH2:8]O)=[CH:4][C:3]=1[OH:10].P(Br)(Br)[Br:12]>C(Cl)(Cl)Cl>[Br:1][C:2]1[CH:7]=[CH:6][C:5]([CH2:8][Br:12])=[CH:4][C:3]=1[OH:10]. Procedure details: To a suspension of 2-bromo-5-hydroxymethylphenol 71 (5.17 g, 25.5 mmol) in chloroform (100 mL) at 0° C. was added a solution of PBr3 (1.21 g 12.7 mmol) in chloroform (60 mL) over 30 min. The resultant solution was stirred at 0° C. for 1 h, and then was warmed to room temperature and stirred for an additional 1.75 h. After this time, the reaction mixture was poured into ice water and extracted with dichloromethane (2×). The organic layers were dried over Na2SO4, filtered, and the filtrate was pur... Starting materials: CC1(C)CCC(c2cc(F)cc(F)c2)N(CC(=O)Nc2ccc3c(c2)CC2(C3)C(=O)N(COCC[Si](C)(C)C)c3ncccc32)C1=O, [H-], CI, [Na+], CN(C)C=O. Yields the product CN(C(=O)CN1C(=O)C(C)(C)CCC1c1cc(F)cc(F)c1)c1ccc2c(c1)CC1(C2)C(=O)N(COCC[Si](C)(C)C)c2ncccc21. Reaction SMILES: [F:1][c:2]1[cH:3][c:4]([CH:9]2[CH2:10][CH2:11][C:12]([CH3:46])([CH3:47])[C:13](=[O:45])[N:14]2[CH2:15][C:16](=[O:17])[NH:18][c:19]2[cH:20][c:21]3[c:25]([cH:26][cH:27]2)[CH2:24][C:23]2([CH2:22]3)[C:28](=[O:44])[N:29]([CH2:36][O:37][CH2:38][CH2:39][Si:40]([CH3:41])([CH3:42])[CH3:43])[c:30]3[n:31][cH:32][cH:33][cH:34][c:35]32)[cH:5][c:6]([F:8])[cH:7]1.[H-:49].[I:50][CH3:51].[Na+:48].[O:52]=[CH:53][N:54]([CH3:55])[CH3:56]>>[F:1][c:2]1[cH:3][c:4]([CH:9]2[CH2:10][CH2:11][C:12]([CH3:46])([CH3:47])[C:13](=[O:45])[N:14]2[CH2:15][C:16](=[O:17])[N:18]([c:19]2[cH:20][c:21]3[c:25]([cH:26][cH:27]2)[CH2:24][C:23]2([CH2:22]3)[C:28](=[O:44])[N:29]([CH2:36][O:37][CH2:38][CH2:39][Si:40]([CH3:41])([CH3:42])[CH3:43])[c:30]3[n:31][cH:32][cH:33][cH:34][c:35]32)[CH3:51])[cH:5][c:6]([F:8])[cH:7]1. Reaction SMILES: [BrH:21].[CH3:17][C:18](=[O:19])[OH:20].[CH3:1][c:2]1[c:3](-[c:11]2[cH:12][cH:13][cH:14][cH:15][cH:16]2)[c:4]([CH3:10])[cH:5][c:6]([O:8][CH3:9])[cH:7]1.[OH2:22]>>[CH3:1][c:2]1[c:3](-[c:11]2[cH:12][cH:13][cH:14][cH:15][cH:16]2)[c:4]([CH3:10])[cH:5][c:6]([OH:8])[cH:7]1. Starting materials: Br, CC(=O)O, COc1cc(C)c(-c2ccccc2)c(C)c1, O. The product is Cc1cc(O)cc(C)c1-c1ccccc1. Starting materials: CO, CCOC(=O)CCNC(=O)Nc1ccc(C2CN(C)Cc3c(Cl)cc(Cl)cc32)cc1, [Na+], [OH-], O. Yields the product CN1Cc2c(Cl)cc(Cl)cc2C(c2ccc(NC(=O)NCCC(=O)O)cc2)C1. Reaction SMILES: [CH3:33][OH:34].[Cl:1][c:2]1[cH:3][c:4]2[c:9]([c:10]([Cl:12])[cH:11]1)[CH2:8][N:7]([CH3:13])[CH2:6][CH:5]2[c:14]1[cH:15][cH:16][c:17]([NH:20][C:21]([NH:22][CH2:23][CH2:24][C:25](=[O:26])[O:27][CH2:28][CH3:29])=[O:30])[cH:18][cH:19]1.[Na+:32].[OH-:31].[OH2:35]>>[Cl:1][c:2]1[cH:3][c:4]2[c:9]([c:10]([Cl:12])[cH:11]1)[CH2:8][N:7]([CH3:13])[CH2:6][CH:5]2[c:14]1[cH:15][cH:16][c:17]([NH:20][C:21]([NH:22][CH2:23][CH2:24][C:25](=[O:26])[OH:27])=[O:30])[cH:18][cH:19]1.